describe an organic reaction: reactants, conditions, products, and yield From a dataset of the Open Reaction Database (ORD), a public repository of structured organic reaction records. Starting materials: C(CCC)C1=NC2=CC=CC=C2C(=C1)OCC1=CC=C(C=C1)C=1C(=CC=CC1)C(=O)O (4'-[(2-Butylquinolin-4-yloxy)methyl]biphenyl-2-carboxylic acid), C(CCC)C1=NC2=CC=CC=C2C(=C1)OCC1=CC=C(C=C1)C=1C(=CC=CC1)C(=O)OC (methyl 4'-[(2-butylquinolin-4-yloxy)methyl]biphenyl-2-carboxylate). Run in CS(=O)C (DMSO). The product is C(CCC)C1=NC2=CC=CC=C2C(C1)=O (2-butyl-4-quinolone). RXN SMILES: [CH2:1]([C:5]1[CH:14]=[C:13]([O:15]CC2C=CC(C3C(C(O)=O)=CC=CC=3)=CC=2)[C:12]2[C:7](=[CH:8][CH:9]=[CH:10][CH:11]=2)[N:6]=1)[CH2:2][CH2:3][CH3:4].C(C1C=C(OCC2C=CC(C3C(C(OC)=O)=CC=CC=3)=CC=2)C2C(=CC=CC=2)N=1)CCC>CS(C)=O>[CH2:1]([C:5]1[CH2:14][C:13](=[O:15])[C:12]2[C:7](=[CH:8][CH:9]=[CH:10][CH:11]=2)[N:6]=1)[CH2:2][CH2:3][CH3:4]. Procedure details: (Example 4): 4'-[(2-Butylquinolin-4-yloxy)methyl]biphenyl-2-carboxylic acid, m.p. 148° C.; NMR (d6 -DMSO): 0.93(t,3H), 1,38(m,2H), 1.8(m,2H), 2.95(t,2H), 5.5(s,2H), 7.25(s,1H), 7.33-7.68(complex m,8H), 7.7-7.85(m,2H), 7.98(d,1H), 8.2(d,1H); mass spectrum (-ve FAB, DMSO/GLY): 410 (M-H)-, 200; microanalysis found: C,77.1; H,6.1; N,3.1%; C27H25NO3.0.5H2O requires: C,77.1; H,6.2; N,3.3%; starting from methyl 4'-[(2-butylquinolin-4-yloxy)methyl]biphenyl-2-carboxylate obtained as viscous oil; NMR: 0.9... As a reaction SMILES: [Br:32][c:33]1[cH:34][cH:35][c:36]([CH:37]=[O:38])[cH:39][cH:40]1.[C:1]([CH3:2])(=[O:3])[O-:4].[C:6]([CH3:7])(=[O:8])[O-:9].[CH2:41]=[CH:42][C:43]#[N:44].[CH3:46][C:47](=[O:48])[O-:49].[CH3:50][N:51]([CH3:52])[CH:53]=[O:54].[Na+:45].[OH2:55].[Pd+2:5].[c:10]1([CH3:31])[c:11]([P:16]([c:17]2[c:18]([CH3:23])[cH:19][cH:20][cH:21][cH:22]2)[c:24]2[c:25]([CH3:30])[cH:26][cH:27][cH:28][cH:29]2)[cH:12][cH:13][cH:14][cH:15]1>>[C:1]([CH3:2])(=[O:3])[O-:4].[C:6]([CH3:7])(=[O:8])[O-:9].[Pd+2:5].[c:10]1([CH3:31])[c:11]([P:16]([c:17]2[c:18]([CH3:23])[cH:19][cH:20][cH:21][cH:22]2)[c:24]2[c:25]([CH3:30])[cH:26][cH:27][cH:28][cH:29]2)[cH:12][cH:13][cH:14][cH:15]1.[c:33]1([CH:41]=[CH:42][C:43]#[N:44])[cH:34][cH:35][c:36]([CH:37]=[O:38])[cH:39][cH:40]1. Reactants: O=Cc1ccc(Br)cc1, CC(=O)[O-], CC(=O)[O-], C=CC#N, CC(=O)[O-], CN(C)C=O, [Na+], O, [Pd+2], Cc1ccccc1P(c1ccccc1C)c1ccccc1C. Product: CC(=O)[O-], CC(=O)[O-], [Pd+2], Cc1ccccc1P(c1ccccc1C)c1ccccc1C, N#CC=Cc1ccc(C=O)cc1. Reactants: BrC=1C=C2C(C3(CC3)COC2=CC1)=O (6-bromo-4H-spiro[chromene-3,1′-cyclopropan]-4-one), CC(C)(C)S(=O)N (2-methylpropane-2-sulfinamide), O (H2O). The reagents and catalysts are C(C)[O-].C(C)[O-].C(C)[O-].C(C)[O-].[Ti+4] (titanium(IV) tetraethanolate). The solvent is C1CCOC1 (THF). Conditions: temperature 80 celsius, time 48 hour. Product: BrC=1C=C2C(C3(CC3)COC2=CC1)=NS(=O)C(C)(C)C (N-(6-bromo-4H-spiro[chromene-3,1′-cyclopropan]-4-ylidene)-2-methylpropane-2-sulfinamide). Isolated yield 57.0%. Reaction SMILES: [Br:1][C:2]1[CH:3]=[C:4]2[C:11](=[CH:12][CH:13]=1)[O:10][CH2:9][C:6]1([CH2:8][CH2:7]1)[C:5]2=O.[CH3:15][C:16]([S:19]([NH2:21])=[O:20])([CH3:18])[CH3:17].O>C1COCC1.C([O-])C.C([O-])C.C([O-])C.C([O-])C.[Ti+4]>[Br:1][C:2]1[CH:3]=[C:4]2[C:11](=[CH:12][CH:13]=1)[O:10][CH2:9][C:6]1([CH2:8][CH2:7]1)[C:5]2=[N:21][S:19]([C:16]([CH3:18])([CH3:17])[CH3:15])=[O:20] |f:4.5.6.7.8|. Reported procedure: The mixture of 6-bromo-4H-spiro[chromene-3,1′-cyclopropan]-4-one (8.0 g, 32 mmol), 2-methylpropane-2-sulfinamide (12 g, 99 mmol), and titanium(IV) tetraethanolate (22 g, 95 mmol) in THF (160 ml) was stirred for 48 hours at 80° C. To the mixture was added H2O (20 ml), filtered through Celite and washed by EtOAc (50 ml). The filtrate was concentrated in vacuo. The residue was purified by silica gel chromatography (hexane:EtOAc=100:0-0:100) to give N-(6-bromo-4H-spiro[chromene-3,1′-cyclopropan]-4-y... The reactants are C(C)OC(=O)OC(C)I (1-(Ethoxycarbonyloxy)ethyl iodide), C(C)(=O)C=1N=CN2C1SC(=C2)C=2[C@@H]([C@H]1N(C2C(=O)[O-])C([C@@H]1[C@@H](C)O)=O)C.[Na+] (Sodium(1S,5R,6S)-2-(7-acetylimidazo[5,1-b]thiazol-2-yl)-6-((1R)-1-hydroxyethyl)-1-methyl-1-carbapen-2-em-3-carboxylate), C(C)(=O)OCC (Ethyl acetate). Run in CN(C)C=O (DMF). Run at temperature -10 celsius, time 2 hour. Product: C(C)(=O)C=1N=CN2C1SC(=C2)C=2[C@@H]([C@H]1N(C2C(=O)OC(C)OC(=O)OCC)C([C@@H]1[C@@H](C)O)=O)C (1-(Ethoxycarbonyloxy)ethyl(1S,5R,6S)-2-(7-acetylimidazo[5,1-b]thiazol-2-yl)-6-((1R)-1-hydroxyethyl)-1-methyl-1-carbapen-2-em-3-carboxylate). Isolated yield 64.5%. As a reaction SMILES: [C:1]([C:4]1[N:5]=[CH:6][N:7]2[CH:11]=[C:10]([C:12]3[C@H:13]([CH3:26])[C@@H:14]4[C@@H:21]([C@H:22]([OH:24])[CH3:23])[C:20](=[O:25])[N:15]4[C:16]=3[C:17]([O-:19])=[O:18])[S:9][C:8]=12)(=[O:3])[CH3:2].[Na+].[CH2:28]([O:30][C:31]([O:33][CH:34](I)[CH3:35])=[O:32])[CH3:29].C(OCC)(=O)C>CN(C=O)C>[C:1]([C:4]1[N:5]=[CH:6][N:7]2[CH:11]=[C:10]([C:12]3[C@H:13]([CH3:26])[C@@H:14]4[C@@H:21]([C@H:22]([OH:24])[CH3:23])[C:20](=[O:25])[N:15]4[C:16]=3[C:17]([O:19][CH:28]([O:30][C:31]([O:33][CH2:34][CH3:35])=[O:32])[CH3:29])=[O:18])[S:9][C:8]=12)(=[O:3])[CH3:2] |f:0.1|. Reported procedure: Sodium(1S,5R,6S)-2-(7-acetylimidazo[5,1-b]thiazol-2-yl)-6-((1R)-1-hydroxyethyl)-1-methyl-1-carbapen-2-em-3-carboxylate (71.9 mg) was dissolved in 2.0 ml of DMF. 1-(Ethoxycarbonyloxy)ethyl iodide (66.3 mg) was added to the solution in an argon atmosphere at −20° C. The mixture was stirred for 2 hr while raising the temperature to −10° C. Ethyl acetate (20 ml) was added to the reaction solution. The mixture was extracted twice, followed by washing twice with 10 ml of semisaturated brine. The organ...